From a dataset of the Open Reaction Database (ORD), a public repository of structured organic reaction records. describe an organic reaction: reactants, conditions, products, and yield The reactants are CC(=O)O[BH-](OC(C)=O)OC(C)=O, Cc1ccc(S(=O)(=O)n2ccc3c4c(ccc32)CCC(=O)C4)cc1, ClCCl, NCC1CC1, [Na+]. Yields the product Cc1ccc(S(=O)(=O)n2ccc3c4c(ccc32)CCC(NCC2CC2)C4)cc1. As a reaction SMILES: [C:30]([O:31][BH-:32]([O:33][C:34](=[O:35])[CH3:36])[O:37][C:38](=[O:39])[CH3:40])(=[O:41])[CH3:42].[CH3:1][c:2]1[cH:3][cH:4][c:5]([S:8](=[O:9])(=[O:10])[n:11]2[cH:12][cH:13][c:14]3[c:15]4[c:16]([cH:17][cH:18][c:19]23)[CH2:20][CH2:21][C:22](=[O:24])[CH2:23]4)[cH:6][cH:7]1.[Cl:44][CH2:45][Cl:46].[NH2:25][CH2:26][CH:27]1[CH2:28][CH2:29]1.[Na+:43]>>[CH3:1][c:2]1[cH:3][cH:4][c:5]([S:8](=[O:9])(=[O:10])[n:11]2[cH:12][cH:13][c:14]3[c:15]4[c:16]([cH:17][cH:18][c:19]23)[CH2:20][CH2:21][CH:22]([NH:25][CH2:26][CH:27]2[CH2:28][CH2:29]2)[CH2:23]4)[cH:6][cH:7]1.